This data is from the Open Reaction Database (ORD), a public repository of structured organic reaction records. The task is: describe an organic reaction: reactants, conditions, products, and yield The reactants are COC(=O)c1cncc(O)c1, OCCCCc1ncnc2scc(-c3ccc(F)cc3)c12, CC(C)OC(=O)N=NC(=O)OC(C)C, C1CCOC1, c1ccc(P(c2ccccc2)c2ccccc2)cc1. Product: COC(=O)c1cncc(OCCCCc2ncnc3scc(-c4ccc(F)cc4)c23)c1. As a reaction SMILES: [CH3:15][O:16][C:17]([c:18]1[cH:19][n:20][cH:21][c:22]([OH:24])[cH:23]1)=[O:25].[F:26][c:27]1[cH:28][cH:29][c:30](-[c:33]2[cH:34][s:35][c:36]3[n:37][cH:38][n:39][c:40]([CH2:42][CH2:43][CH2:44][CH2:45][OH:46])[c:41]23)[cH:31][cH:32]1.[O:1]=[C:2]([O:3][CH:4]([CH3:5])[CH3:6])[N:7]=[N:8][C:9]([O:10][CH:11]([CH3:12])[CH3:13])=[O:14].[O:66]1[CH2:67][CH2:68][CH2:69][CH2:70]1.[c:47]1([P:48]([c:49]2[cH:50][cH:51][cH:52][cH:53][cH:54]2)[c:55]2[cH:56][cH:57][cH:58][cH:59][cH:60]2)[cH:61][cH:62][cH:63][cH:64][cH:65]1>>[CH3:15][O:16][C:17]([c:18]1[cH:19][n:20][cH:21][c:22]([O:24][CH2:45][CH2:44][CH2:43][CH2:42][c:40]2[n:39][cH:38][n:37][c:36]3[s:35][cH:34][c:33](-[c:30]4[cH:29][cH:28][c:27]([F:26])[cH:32][cH:31]4)[c:41]32)[cH:23]1)=[O:25]. As a reaction SMILES: [Br:1][C:2]1[CH:8]=[CH:7][C:6]([Br:9])=[CH:5][C:3]=1[NH2:4].[ClH:10]>CO>[ClH:10].[Br:1][C:2]1[CH:8]=[CH:7][C:6]([Br:9])=[CH:5][C:3]=1[NH2:4] |f:3.4|. Reactants: BrC1=C(N)C=C(C=C1)Br (2,5-dibromoaniline), Cl (HCl). Run in CO (methanol). Yields the product Cl.BrC1=C(N)C=C(C=C1)Br (2,5-dibromoaniline hydrochloride). Conditions: temperature 25 celsius, time 30 minute. Procedure: To a solution of 2,5-dibromoaniline (Aldrich, 1.5 g, 6 mmol) in methanol (5 mL) was added methanolic HCl (1M, 30 mL) at 4° C., then the reaction mixture was stirred at 25° C. for 30 minutes. The reaction mixture became a light brown solution with a white precipitate. The precipitate was collected by filtration, washed with diethylether (2 mL), and dried under vacuum to afford 1.6 g of 2,5-dibromoaniline hydrochloride (93% yield). Yield: 93.0%. Reactants: C(C1=CC=CC=C1)OC(C(C(=O)OCC1=CC=CC=C1)C1=C(C=NC=C1)[N+](=O)[O-])=O (2-(3-nitropyridin-4-yl)malonic acid dibenzyl ester), [Cl-].[Li+] (lithium chloride), CS(=O)C (dimethylsulfoxide). Solvent: O (water), O (water). The product is C(C1=CC=CC=C1)OC(CC1=C(C=NC=C1)[N+](=O)[O-])=O ((3-nitropyridin-4-yl)acetic acid benzyl ester). The yield is 74.1%. As a reaction SMILES: [CH2:1]([O:8][C:9](=[O:30])[CH:10]([C:21]1[CH:26]=[CH:25][N:24]=[CH:23][C:22]=1[N+:27]([O-:29])=[O:28])C(OCC1C=CC=CC=1)=O)[C:2]1[CH:7]=[CH:6][CH:5]=[CH:4][CH:3]=1.[Cl-].[Li+].CS(C)=O>O>[CH2:1]([O:8][C:9](=[O:30])[CH2:10][C:21]1[CH:26]=[CH:25][N:24]=[CH:23][C:22]=1[N+:27]([O-:29])=[O:28])[C:2]1[CH:3]=[CH:4][CH:5]=[CH:6][CH:7]=1 |f:1.2|. Procedure details: The title compound is prepared following the procedures of WO, 00 55159 as follows. A solution of 2-(3-nitropyridin-4-yl)malonic acid dibenzyl ester (1.58 g, 5.6 mmol), lithium chloride (250 mg, 10.6 mmol), dimethylsulfoxide (35 mL) and water (95 mL) is heated at reflux for 8 hr. After cooling to room temperature, the reaction is diluted with water and extracted with ethyl acetate. The combined extract is extracted with water, with brine, dried, filtered and concentrated to yield (3-nitropyridin... Reactants: NC1=NC(=C2N=CN(C2=N1)[C@H]1C=C[C@H](C1)CO)Cl ((±)-cis-4-(2-Amino-6-chloro-9H-purin-9-yl)-2-cyclopentene-1-methanol), CN (methylamine), [OH-].[Na+] (NaOH). Yields the product NC1=NC(=C2N=CN(C2=N1)[C@H]1C=C[C@H](C1)CO)NC ((±)-cis-4-(2-Amino-6-methylamino-9H-purin-9-yl)-2-cyclopentene-1-methanol). The yield is 70.0%. As a reaction SMILES: [NH2:1][C:2]1[N:10]=[C:9]2[C:5]([N:6]=[CH:7][N:8]2[C@@H:11]2[CH2:15][C@H:14]([CH2:16][OH:17])[CH:13]=[CH:12]2)=[C:4](Cl)[N:3]=1.[CH3:19][NH2:20].[OH-].[Na+]>>[NH2:1][C:2]1[N:10]=[C:9]2[C:5]([N:6]=[CH:7][N:8]2[C@@H:11]2[CH2:15][C@H:14]([CH2:16][OH:17])[CH:13]=[CH:12]2)=[C:4]([NH:20][CH3:19])[N:3]=1 |f:2.3|. Procedure: (±)-cis-4-(2-Amino-6-chloro-9H-purin-9-yl)-2-cyclopentene-1-methanol (0.400 g, 1.5 mmol) from Example 4 and methylamine (40% aqueous solution, 25 mL) were stirred at 60° C. for 0.5 hours. The solution was allowed to cool to room temperature before the addition of 1.5 mL of 1.5 N NaOH. Evaporation left the crude product which was purified by elution from a silica gel column with 5% methanolchloroform. The resulting solid was slurried in acetonitrile to yield a pale yellow powder (0.274 g, 70%); m... Run in O (water). The reagents and catalysts are C=1C=CC(=CC1)[P](C=2C=CC=CC2)(C=3C=CC=CC3)[Pd]([P](C=4C=CC=CC4)(C=5C=CC=CC5)C=6C=CC=CC6)([P](C=7C=CC=CC7)(C=8C=CC=CC8)C=9C=CC=CC9)[P](C=1C=CC=CC1)(C=1C=CC=CC1)C=1C=CC=CC1 (Pd(PPh3)4). Product: ClC1=C(C(=O)OC)C=CC(=C1)C1CC1 (methyl 2-chloro-4-cyclopropylbenzoate). As a reaction SMILES: Br[C:2]1[CH:11]=[CH:10][C:5]([C:6]([O:8][CH3:9])=[O:7])=[C:4]([Cl:12])[CH:3]=1.[CH:13]1(B(O)O)[CH2:15][CH2:14]1.[O-]P([O-])([O-])=O.[K+].[K+].[K+].C1(C)C=CC=CC=1>C1C=CC([P]([Pd]([P](C2C=CC=CC=2)(C2C=CC=CC=2)C2C=CC=CC=2)([P](C2C=CC=CC=2)(C2C=CC=CC=2)C2C=CC=CC=2)[P](C2C=CC=CC=2)(C2C=CC=CC=2)C2C=CC=CC=2)(C2C=CC=CC=2)C2C=CC=CC=2)=CC=1.O>[Cl:12][C:4]1[CH:3]=[C:2]([CH:13]2[CH2:15][CH2:14]2)[CH:11]=[CH:10][C:5]=1[C:6]([O:8][CH3:9])=[O:7] |f:2.3.4.5,^1:37,39,58,77|. Run at temperature 110 celsius. The reactants are BrC1=CC(=C(C(=O)OC)C=C1)Cl (methyl 4-bromo-2-chlorobenzoate), C1(CC1)B(O)O (cyclopropylboronic acid), [O-]P(=O)([O-])[O-].[K+].[K+].[K+] (K3PO4), C1(=CC=CC=C1)C (toluene). Yield: 63.2%. Reported procedure: Charged methyl 4-bromo-2-chlorobenzoate (1.50 g, 6.01 mmol), cyclopropylboronic acid (931 mg, 10.82 mmol), Pd(PPh3)4 (347 mg, 0.30 mmol), K3PO4 (1.82 g, 18.04 mmol), toluene (15 mL) and water (15 mL) to a flask, the mixture was then purged with nitrogen, and heated to 110° C. overnight. It was then cooled to room temperature and filtered, the filtrate was extracted with ethylacetate twice, concentrated the organic phase and purified by flash column chromatograph to give 800 mg of the title compo... Reactants: [Br-].[Br-].[Br-].C1(=CC=CC=C1)[N+](C)(C)C.C1(=CC=CC=C1)[N+](C)(C)C.C1(=CC=CC=C1)[N+](C)(C)C (Phenyltrimethylammonium tribromide), C(C)(=O)C=1C=C(C=C(C1)S(F)(F)(F)(F)F)N(C(C(F)(F)F)=O)C (N-[3-Acetyl-5-(pentafluorosulfanyl)phenyl]-2,2,2-trifluoro-N-methylacetamide), S(O)(O)(=O)=O (sulfuric acid). The reagents and catalysts are [Br-].[Br-].[Br-].C1(=CC=CC=C1)[N+](C)(C)C.C1(=CC=CC=C1)[N+](C)(C)C.C1(=CC=CC=C1)[N+](C)(C)C (phenyltrimethylammonium tribromide). The solvent is CO (methanol), C1CCOC1 (THF). Reaction conditions: temperature 60 celsius, time 8 hour. Yields the product BrCC(=O)C=1C=C(C=C(C1)S(F)(F)(F)(F)F)N(C(C(F)(F)F)=O)C (N-[3-(2-Bromoacetyl)-5-(pentafluorosulfanyl)phenyl]-2,2,2-trifluoro-N-methylacetamide). The yield is 164.6%. RXN SMILES: [C:1]([C:4]1[CH:5]=[C:6]([N:16]([CH3:23])[C:17](=[O:22])[C:18]([F:21])([F:20])[F:19])[CH:7]=[C:8]([S:10]([F:15])([F:14])([F:13])([F:12])[F:11])[CH:9]=1)(=[O:3])[CH3:2].[Br-:24].[Br-].[Br-].C1([N+](C)(C)C)C=CC=CC=1.C1([N+](C)(C)C)C=CC=CC=1.C1([N+](C)(C)C)C=CC=CC=1.S(=O)(=O)(O)O>CO.C1COCC1.[Br-].[Br-].[Br-].C1([N+](C)(C)C)C=CC=CC=1.C1([N+](C)(C)C)C=CC=CC=1.C1([N+](C)(C)C)C=CC=CC=1>[Br:24][CH2:2][C:1]([C:4]1[CH:5]=[C:6]([N:16]([CH3:23])[C:17](=[O:22])[C:18]([F:21])([F:19])[F:20])[CH:7]=[C:8]([S:10]([F:14])([F:15])([F:13])([F:12])[F:11])[CH:9]=1)=[O:3] |f:1.2.3.4.5.6,10.11.12.13.14.15|. Reported procedure: N-[3-Acetyl-5-(pentafluorosulfanyl)phenyl]-2,2,2-trifluoro-N-methylacetamide (O2.075; 1.03 g) was dissolved in a mixture of methanol (20 ml) and THF (20 ml). Phenyltrimethylammonium tribromide (1.05 g) was added while stirring. After stirring at RT for 5 h, the mixture was left to stand overnight, then further phenyltrimethylammonium tribromide (100 mg) was added and the mixture was heated to 60° C. for 2 h. After cooling, the reaction mixture was added to 2 N sulfuric acid and stirred for 10 mi...